From a dataset of the Open Reaction Database (ORD), a public repository of structured organic reaction records. describe an organic reaction: reactants, conditions, products, and yield Reactants: BrC1=C(C(=CC(=C1)Br)Br)O (2,4,6-tribromophenol), N#CBr (cyanogen bromide). The product is BrC1=C(C(=CC(=C1)Br)Br)OC#N (2,4,6-tribromophenylcyanate). The yield is 60.0%. Reaction SMILES: [Br:1][C:2]1[CH:7]=[C:6]([Br:8])[CH:5]=[C:4]([Br:9])[C:3]=1[OH:10].[N:11]#[C:12]Br>>[Br:1][C:2]1[CH:7]=[C:6]([Br:8])[CH:5]=[C:4]([Br:9])[C:3]=1[O:10][C:12]#[N:11]. Reported procedure: Analogous to Example 1, 2,4,6-tribromophenol was reacted with cyanogen bromide to obtain the title compound as white crystals. The yield was 60% of theory. The product was identified by elementary analysis and its NMR spectrum as well as by the absorption of the cyanato group at 2270 cm-1 in the IR spectrum. Starting materials: CC(C)(C)OC(=O)N1CCN(c2cc(=O)[nH]c3cc(Cl)ccc23)CC1, CC(C)N, [H-], [Na+]. Yields the product CC(C)Nc1cc(N2CCN(C(=O)OC(C)(C)C)CC2)c2ccc(Cl)cc2n1. Reaction SMILES: [C:1]([CH3:2])([CH3:3])([CH3:4])[O:5][C:6](=[O:7])[N:8]1[CH2:9][CH2:10][N:11]([c:14]2[cH:15][c:16](=[O:25])[nH:17][c:18]3[cH:19][c:20]([Cl:24])[cH:21][cH:22][c:23]23)[CH2:12][CH2:13]1.[CH3:28][CH:29]([CH3:30])[NH2:31].[H-:26].[Na+:27]>>[C:1]([CH3:2])([CH3:3])([CH3:4])[O:5][C:6](=[O:7])[N:8]1[CH2:9][CH2:10][N:11]([c:14]2[cH:15][c:16]([NH:31][CH:29]([CH3:28])[CH3:30])[n:17][c:18]3[cH:19][c:20]([Cl:24])[cH:21][cH:22][c:23]23)[CH2:12][CH2:13]1.